This data is from the Open Reaction Database (ORD), a public repository of structured organic reaction records. The task is: describe an organic reaction: reactants, conditions, products, and yield Reactants: CC(CS)C (2-methyl-1-propanethiol), C[C@@H]1[C@@H]2[C@H](C[C@]3([C@@H](O3)[C@H]4[C@H](O4)C5=C[C@H]2OC5=O)C)OC1=O (dihydromikanolide), CN(C)C1=NC=CC=C1 (dimethylaminopyridine). The solvent is CC(=O)C (acetone). Reaction conditions: time 2 hour. Product: OC1C2OC2(CC2OC(C(C2C2OC(C(C1SCC(C)C)=C2)=O)C)=O)C (11-hydroxy-12-isobutylsulphanyl-3,8-dimethyl-5,9,15-trioxatetracyclo[11.2.1.02,6.08,10]hexadec-13(16)-ene-4,1 4-dione). Yield: 65.4%. RXN SMILES: [CH3:1][CH:2]([CH3:5])[CH2:3][SH:4].[CH3:6][C@H:7]1[C:25](=[O:26])[O:24][C@H:9]2[CH2:10][C@:11]3([CH3:23])[O:13][C@H:12]3[C@@H:14]3[O:16][C@@H:15]3[C:17]3[C:21](=[O:22])[O:20][C@@H:19]([C@H:8]12)[CH:18]=3.CN(C1C=CC=CN=1)C>CC(C)=O>[OH:16][CH:14]1[CH:15]([S:4][CH2:3][CH:2]([CH3:5])[CH3:1])[C:17]2=[CH:18][CH:19]([O:20][C:21]2=[O:22])[CH:8]2[CH:9]([O:24][C:25](=[O:26])[CH:7]2[CH3:6])[CH2:10][C:11]2([CH3:23])[CH:12]1[O:13]2. Procedure details: 2-methyl-1-propanethiol (500 μmol; 54 μl) is added to a solution of dihydromikanolide (100 μmol; 30 mg) and dimethylaminopyridine (10 μmol; 1.2 mg) in acetone (1 ml). The reaction mass is stirred for two hours at ambient temperature then the solvent is evaporated off under reduced pressure. The residue is taken up in ether then the precipitate formed is filtered, washed with ether and dried under vacuum. 25 mg of product is obtained in the form of a white powder.